The task is: describe an organic reaction: reactants, conditions, products, and yield. This data is from the Open Reaction Database (ORD), a public repository of structured organic reaction records. Reactants: CCOC(=O)CBr, CCC(NC(=O)c1c(O)c(-c2ccccc2)nc2ccccc12)c1ccccc1, C1CCOC1, [K+], [K+], O=C([O-])[O-]. The product is CCOC(=O)COc1c(-c2ccccc2)nc2ccccc2c1C(=O)NC(CC)c1ccccc1. Reaction SMILES: [Br:36][CH2:37][C:38](=[O:39])[O:40][CH2:41][CH3:42].[CH2:1]([CH3:2])[CH:3]([c:4]1[cH:5][cH:6][cH:7][cH:8][cH:9]1)[NH:10][C:11](=[O:12])[c:13]1[c:14]([OH:29])[c:15](-[c:23]2[cH:24][cH:25][cH:26][cH:27][cH:28]2)[n:16][c:17]2[cH:18][cH:19][cH:20][cH:21][c:22]12.[CH2:43]1[O:44][CH2:45][CH2:46][CH2:47]1.[K+:30].[K+:31].[O-:32][C:33]([O-:34])=[O:35]>>[CH2:1]([CH3:2])[CH:3]([c:4]1[cH:5][cH:6][cH:7][cH:8][cH:9]1)[NH:10][C:11](=[O:12])[c:13]1[c:14]([O:29][CH2:37][C:38](=[O:39])[O:40][CH2:41][CH3:42])[c:15](-[c:23]2[cH:24][cH:25][cH:26][cH:27][cH:28]2)[n:16][c:17]2[cH:18][cH:19][cH:20][cH:21][c:22]12. The reactants are CC(C)(C)OC(=O)N1CCc2cn(-c3ccc(C#N)cc3)nc2CC1, CCOC(C)=O, CCO, Cl, [Na+], [OH-], O. Product: CC(C)(C)OC(=O)N1CCc2cn(-c3ccc(C(=O)O)cc3)nc2CC1. RXN SMILES: [C:1](#[N:2])[c:3]1[cH:4][cH:5][c:6](-[n:9]2[n:10][c:11]3[c:17]([cH:18]2)[CH2:16][CH2:15][N:14]([C:19](=[O:20])[O:21][C:22]([CH3:23])([CH3:24])[CH3:25])[CH2:13][CH2:12]3)[cH:7][cH:8]1.[CH3:29][CH2:30][O:31][C:32](=[O:33])[CH3:34].[CH3:36][CH2:37][OH:38].[ClH:28].[Na+:27].[OH-:26].[OH2:35]>>[C:1]([c:3]1[cH:4][cH:5][c:6](-[n:9]2[n:10][c:11]3[c:17]([cH:18]2)[CH2:16][CH2:15][N:14]([C:19](=[O:20])[O:21][C:22]([CH3:23])([CH3:24])[CH3:25])[CH2:13][CH2:12]3)[cH:7][cH:8]1)(=[O:26])[OH:35]. Reactants: BrCCCCCCCCCCCCCCC (1-Bromopentadecane), SCCC(=O)OCC (ethyl β-mercaptopropionate), [H-].[Al+3].[Li+].[H-].[H-].[H-] (lithium aluminium hydride). Yields the product C(CCCCCCCCCCCCCC)SCCCO (3-pentadecylthiopropanol). Yield: 84.0%. Reaction SMILES: Br[CH2:2][CH2:3][CH2:4][CH2:5][CH2:6][CH2:7][CH2:8][CH2:9][CH2:10][CH2:11][CH2:12][CH2:13][CH2:14][CH2:15][CH3:16].[SH:17][CH2:18][CH2:19][C:20](OCC)=[O:21].[H-].[Al+3].[Li+].[H-].[H-].[H-]>>[CH2:2]([S:17][CH2:18][CH2:19][CH2:20][OH:21])[CH2:3][CH2:4][CH2:5][CH2:6][CH2:7][CH2:8][CH2:9][CH2:10][CH2:11][CH2:12][CH2:13][CH2:14][CH2:15][CH3:16] |f:2.3.4.5.6.7|. Procedure details: 1-Bromopentadecane is reacted in the usual way with ethyl β-mercaptopropionate and the syrup obtained reduced with lithium aluminium hydride to give a yield of 84% of theory of 3-pentadecylthiopropanol; m.p. 36°-39° C. The reactants are O=C([O-])O, CC#N, CC(C)=CCBr, O=[N+]([O-])c1ncc[nH]1, [Na+]. Product: CC(C)=CCn1ccnc1[N+](=O)[O-]. Reaction SMILES: [C:1](=[O:2])([OH:3])[O-:4].[CH3:20][C:21]#[N:22].[CH3:6][C:7](=[CH:8][CH2:9][Br:10])[CH3:11].[N+:12](=[O:13])([O-:14])[c:15]1[nH:16][cH:17][cH:18][n:19]1.[Na+:5]>>[CH3:6][C:7](=[CH:8][CH2:9][n:16]1[c:15]([N+:12](=[O:13])[O-:14])[n:19][cH:18][cH:17]1)[CH3:11].